From a dataset of the Open Reaction Database (ORD), a public repository of structured organic reaction records. describe an organic reaction: reactants, conditions, products, and yield Reactants: O=C(O)c1cccc(Br)n1, N#CCOc1cccc(N)c1. Yields the product N#CCOc1cccc(NC(=O)c2cccc(Br)n2)c1. RXN SMILES: [Br:1][c:2]1[cH:3][cH:4][cH:5][c:6]([C:8](=[O:9])[OH:10])[n:7]1.[NH2:11][c:12]1[cH:13][c:14]([O:15][CH2:16][C:17]#[N:18])[cH:19][cH:20][cH:21]1>>[Br:1][c:2]1[cH:3][cH:4][cH:5][c:6]([C:8](=[O:10])[NH:11][c:12]2[cH:13][c:14]([O:15][CH2:16][C:17]#[N:18])[cH:19][cH:20][cH:21]2)[n:7]1. The reactants are CC(C)(C)c1nc(C2CCC2)cc(N2CCN(CCCCl)CC2)n1, Cn1cnnc1S, CN(C)C=O, [I-], [K+], [Li+], [OH-]. The product is Cn1cnnc1SCCCN1CCN(c2cc(C3CCC3)nc(C(C)(C)C)n2)CC1. RXN SMILES: [C:1]([CH3:2])([CH3:3])([CH3:4])[c:5]1[n:6][c:7]([CH:21]2[CH2:22][CH2:23][CH2:24]2)[cH:8][c:9]([N:11]2[CH2:12][CH2:13][N:14]([CH2:17][CH2:18][CH2:19][Cl:20])[CH2:15][CH2:16]2)[n:10]1.[CH3:25][n:26]1[c:27]([SH:31])[n:28][n:29][cH:30]1.[CH3:36][N:37]([CH3:38])[CH:39]=[O:40].[I-:35].[K+:34].[Li+:32].[OH-:33]>>[C:1]([CH3:2])([CH3:3])([CH3:4])[c:5]1[n:6][c:7]([CH:21]2[CH2:22][CH2:23][CH2:24]2)[cH:8][c:9]([N:11]2[CH2:12][CH2:13][N:14]([CH2:17][CH2:18][CH2:19][S:31][c:27]3[n:26]([CH3:25])[cH:30][n:29][n:28]3)[CH2:15][CH2:16]2)[n:10]1. Starting materials: FC(F)=C(F)CCBr, NC(=S)[S-], CCO, [NH4+]. Yields the product NC(=S)SCCC(F)=C(F)F. Reaction SMILES: [Br:6][CH2:7][CH2:8][C:9](=[C:10]([F:11])[F:12])[F:13].[C:1]([NH2:2])([S-:3])=[S:4].[CH3:14][CH2:15][OH:16].[NH4+:5]>>[C:1]([NH2:2])(=[S:3])[S:4][CH2:7][CH2:8][C:9](=[C:10]([F:11])[F:12])[F:13]. Reactants: [Al+3], C1CCOC1, CC(C(=O)N1CCN(Cc2cc3c(cc2Cl)OCO3)CC1)c1ccccc1, [H-], [H-], [H-], [H-], [Li+]. Yields the product CC(CN1CCN(Cc2cc3c(cc2Cl)OCO3)CC1)c1ccccc1. Reaction SMILES: [Al+3:29].[CH2:34]1[O:35][CH2:36][CH2:37][CH2:38]1.[Cl:1][c:2]1[c:3]([CH2:11][N:12]2[CH2:13][CH2:14][N:15]([C:18]([CH:19]([CH3:20])[c:21]3[cH:22][cH:23][cH:24][cH:25][cH:26]3)=[O:27])[CH2:16][CH2:17]2)[cH:4][c:5]2[c:6]([cH:10]1)[O:7][CH2:8][O:9]2.[H-:28].[H-:31].[H-:32].[H-:33].[Li+:30]>>[Cl:1][c:2]1[c:3]([CH2:11][N:12]2[CH2:13][CH2:14][N:15]([CH2:18][CH:19]([CH3:20])[c:21]3[cH:22][cH:23][cH:24][cH:25][cH:26]3)[CH2:16][CH2:17]2)[cH:4][c:5]2[c:6]([cH:10]1)[O:7][CH2:8][O:9]2. Reactants: ClC=1C=C(C(=O)OO)C=CC1 (3-Chloroperoxybenzoic acid), C1(CC1)C1=C(C=NO1)C(=O)C=1C(=NC=CC1)SC (5-cyclopropyl-4-(2-methylsulphenylpyridin-3-oyl)isoxazole). The solvent is ClCCl (dichloromethane). Conditions: temperature -20 celsius. Product: C1(CC1)C1=C(C=NO1)C(=O)C=1C(=NC=CC1)S(=O)C (5-cyclopropyl-4-(2-methylsulphinylpyridin-3-oyl)isoxazole). RXN SMILES: ClC1C=C(C=CC=1)C(OO)=[O:6].[CH:12]1([C:15]2[O:19][N:18]=[CH:17][C:16]=2[C:20]([C:22]2[C:23]([S:28][CH3:29])=[N:24][CH:25]=[CH:26][CH:27]=2)=[O:21])[CH2:14][CH2:13]1>ClCCl>[CH:12]1([C:15]2[O:19][N:18]=[CH:17][C:16]=2[C:20]([C:22]2[C:23]([S:28]([CH3:29])=[O:6])=[N:24][CH:25]=[CH:26][CH:27]=2)=[O:21])[CH2:13][CH2:14]1. Reported procedure: 3-Chloroperoxybenzoic acid, an oxidant (2.85 g), was added to a stirred solution of 5-cyclopropyl-4-(2-methylsulphenylpyridin-3-oyl)isoxazole (236 g) in dichloromethane at -20° C. A further quantity of the oxidant (0.14 g) was added after 5 minutes. The reaction mixture was stirred at -20° C. until analysis (by thin layer chromatography) indicated reaction was complete. The mixture was filtered and the filtrate was washed successively with aqueous sodium bicarbonate solution and aqueous sodium m...